From a dataset of the Open Reaction Database (ORD), a public repository of structured organic reaction records. describe an organic reaction: reactants, conditions, products, and yield Reactants: Cl.ClC=1C(=NC=C(C1C(=O)O)Cl)OCCN(C)C (3,5-dichloro-2-[2-(dimethylamino)ethoxy)-pyridine-4-carboxylic acid hydrochloride), C([O-])([O-])=O.[Cs+].[Cs+] (cesium carbonate), ClCN1S(=O)(=O)C2=CC(=CC(=C2C1=O)C(C)C)OC (2-chloromethyl-4-isopropyl-6-methoxysaccharin). The reagents and catalysts are [Br-].C(CCC)[N+](CCCC)(CCCC)CCCC (tetrabutylammonium bromide). Run in CN(C)C=O (DMF). Run at temperature 80 celsius, time 10 minute. The product is ClC=1C(=NC=C(C1C(=O)OCN1S(=O)(=O)C2=CC(=CC(=C2C1=O)C(C)C)OC)Cl)OCCN(C)C (4-isopropyl-6-methoxy-2-saccharinylmethyl 3,5-dichloro-2-[2-(dimethylamino)ethoxy]pyridine-4-carboxylate). Yield: 2.1%. As a reaction SMILES: Cl.[Cl:2][C:3]1[C:4]([O:13][CH2:14][CH2:15][N:16]([CH3:18])[CH3:17])=[N:5][CH:6]=[C:7]([Cl:12])[C:8]=1[C:9]([OH:11])=[O:10].C(=O)([O-])[O-].[Cs+].[Cs+].Cl[CH2:26][N:27]1[C:37](=[O:38])[C:36]2[C:31](=[CH:32][C:33]([O:42][CH3:43])=[CH:34][C:35]=2[CH:39]([CH3:41])[CH3:40])[S:28]1(=[O:30])=[O:29]>[Br-].C([N+](CCCC)(CCCC)CCCC)CCC.CN(C=O)C>[Cl:2][C:3]1[C:4]([O:13][CH2:14][CH2:15][N:16]([CH3:18])[CH3:17])=[N:5][CH:6]=[C:7]([Cl:12])[C:8]=1[C:9]([O:11][CH2:26][N:27]1[C:37](=[O:38])[C:36]2[C:31](=[CH:32][C:33]([O:42][CH3:43])=[CH:34][C:35]=2[CH:39]([CH3:41])[CH3:40])[S:28]1(=[O:29])=[O:30])=[O:10] |f:0.1,2.3.4,6.7|. Procedure: A mixture of 3,5-dichloro-2-[2-(dimethylamino)ethoxy)-pyridine-4-carboxylic acid hydrochloride (2.65 g, 0.0084 mol), cesium carbonate (4.1 g, 0.013 mol), tetrabutylammonium bromide (1.0 g, 0.003 mol) and DMF (25 ml) was stirred for 10 minutes, then 2-chloromethyl-4-isopropyl-6-methoxysaccharin (2.4 g, 0.0084 mol) was added. The mixture was heated to 80° C. and stirred for 1 hour. The solvent was removed in vacuo and the residue was partitioned between water/methylene chloride. The organic layer ... Starting materials: [BH3-]C#N, CC(=O)O, CO, [Na+], CCCN(CCC)CCCCOCc1ccc(CNCc2ncc[nH]2)cc1, O=Cc1ncc[nH]1. The product is CCCN(CCC)CCCCOCc1ccc(CN(Cc2ncc[nH]2)Cc2ncc[nH]2)cc1. As a reaction SMILES: [C:28]([BH3-:29])#[N:30].[CH3:32][C:33](=[O:34])[OH:35].[CH3:43][OH:44].[Na+:31].[nH:1]1[c:2]([CH2:6][NH:7][CH2:8][c:9]2[cH:10][cH:11][c:12]([CH2:13][O:14][CH2:15][CH2:16][CH2:17][CH2:18][N:19]([CH2:20][CH2:21][CH3:22])[CH2:23][CH2:24][CH3:25])[cH:26][cH:27]2)[n:3][cH:4][cH:5]1.[nH:36]1[c:37]([CH:41]=[O:42])[n:38][cH:39][cH:40]1>>[nH:1]1[c:2]([CH2:6][N:7]([CH2:8][c:9]2[cH:10][cH:11][c:12]([CH2:13][O:14][CH2:15][CH2:16][CH2:17][CH2:18][N:19]([CH2:20][CH2:21][CH3:22])[CH2:23][CH2:24][CH3:25])[cH:26][cH:27]2)[CH2:41][c:37]2[nH:36][cH:40][cH:39][n:38]2)[n:3][cH:4][cH:5]1.